This data is from the Open Reaction Database (ORD), a public repository of structured organic reaction records. The task is: describe an organic reaction: reactants, conditions, products, and yield Starting materials: O.NN (hydrazine hydrate), ClC=1C=C2C(C(=O)OC2=O)=CC1 (4-chlorophthalic anhydride). Run in C(C)(=O)O (acetic acid), C(C)(=O)O (acetic acid). The product is ClC=1C=C2C(NNC(C2=CC1)=O)=O (6-Chloro-2,3-dihydro-phthalazine-1,4-dione). Yield: 92.6%. Reaction SMILES: [Cl:1][C:2]1[CH:3]=[C:4]2[C:9](=O)[O:8][C:6](=[O:7])[C:5]2=[CH:11][CH:12]=1.O.[NH2:14][NH2:15]>C(O)(=O)C>[Cl:1][C:2]1[CH:3]=[C:4]2[C:5](=[CH:11][CH:12]=1)[C:6](=[O:7])[NH:15][NH:14][C:9]2=[O:8] |f:1.2|. Reported procedure: A mixture of 4-chlorophthalic anhydride (1.81 g, 10 mmol) and acetic acid (15 mL) was added to a solution of hydrazine hydrate (0.62 mL, 10 mmol) in acetic acid (2 mL). The resulting mixture was stirred at reflux for 2 h. The precipitate was collected and dried to give the title compound as a white solid (1.82 g, 95%).